Dataset: the Open Reaction Database (ORD), a public repository of structured organic reaction records. Task: describe an organic reaction: reactants, conditions, products, and yield Reactants: BrC=1C(=C(C=C(C1OC)C(C)Cl)Cl)C (3-Bromo-1-chloro-5-(1-chloroethyl)-4-methoxy-2-methylbenzene), IC1=NNC2=NC=NC(=C21)N (3-iodo-1H-pyrazolo[3,4-d]pyrimidin-4-amine), C([O-])([O-])=O.[Cs+].[Cs+] (cesium carbonate), [I-].[K+] (potassium iodide). The solvent is CN(C=O)C (N,N-dimethylformamide). Reaction conditions: temperature 140 celsius, time 1 hour. The product is BrC=1C(=C(C=C(C1C)Cl)C(C)N1N=C(C=2C1=NC=NC2N)I)OC (1-[1-(3-Bromo-5-chloro-2-methoxy-4-methylphenyl)ethyl]-3-iodo-1H-pyrazolo[3,4-d]pyrimidin-4-amine). Reaction SMILES: [Br:1][C:2]1[C:3]([CH3:14])=[C:4]([Cl:13])[CH:5]=[C:6]([CH:10](Cl)[CH3:11])[C:7]=1[O:8][CH3:9].[I:15][C:16]1[C:24]2[C:19](=[N:20][CH:21]=[N:22][C:23]=2[NH2:25])[NH:18][N:17]=1.C(=O)([O-])[O-].[Cs+].[Cs+].[I-].[K+]>CN(C)C=O>[Br:1][C:2]1[C:7]([O:8][CH3:9])=[C:6]([CH:10]([N:18]2[C:19]3=[N:20][CH:21]=[N:22][C:23]([NH2:25])=[C:24]3[C:16]([I:15])=[N:17]2)[CH3:11])[CH:5]=[C:4]([Cl:13])[C:3]=1[CH3:14] |f:2.3.4,5.6|. Procedure: A mixture of 3-bromo-1-chloro-5-(1-chloroethyl)-4-methoxy-2-methylbenzene (0.60 g, 2.0 mmol, from Example 167, Step 3), 3-iodo-1H-pyrazolo[3,4-d]pyrimidin-4-amine (590 mg, 2.2 mmol, from AnaSpec), cesium carbonate (0.98 g, 3.0 mmol) and potassium iodide (30 mg, 0.2 mmol) in N,N-dimethylformamide (8 mL) was stirred at 140° C. for 1 h. The mixture was cooled down and then the solvent was completely removed. The residue was stirred with CH2Cl2 (30 mL) at room temperature for 20 min and then filtere... The reactants are CCOC(=O)C1=Cc2cc(O)cc(Cl)c2OC1C(F)(F)F, FC(F)(F)CI, [K+], [K+], [Na+], O=C([O-])[O-], O=C([O-])O, CN(C)C=O. Product: CCOC(=O)C1=Cc2cc(OCC(F)(F)F)cc(Cl)c2OC1C(F)(F)F. As a reaction SMILES: [Cl:1][c:2]1[cH:3][c:4]([OH:21])[cH:5][c:6]2[c:11]1[O:10][CH:9]([C:12]([F:13])([F:14])[F:15])[C:8]([C:16](=[O:17])[O:18][CH2:19][CH3:20])=[CH:7]2.[F:28][C:29]([CH2:30][I:31])([F:32])[F:33].[K+:22].[K+:23].[Na+:38].[O-:24][C:25]([O-:26])=[O:27].[O-:34][C:35]([OH:36])=[O:37].[O:39]=[CH:40][N:41]([CH3:42])[CH3:43]>>[Cl:1][c:2]1[cH:3][c:4]([O:21][CH2:30][C:29]([F:28])([F:32])[F:33])[cH:5][c:6]2[c:11]1[O:10][CH:9]([C:12]([F:13])([F:14])[F:15])[C:8]([C:16](=[O:17])[O:18][CH2:19][CH3:20])=[CH:7]2.